Dataset: the Open Reaction Database (ORD), a public repository of structured organic reaction records. Task: describe an organic reaction: reactants, conditions, products, and yield Reactants: C1=C(C=CC2=CC=CC=C12)C=O (2-naphthaldehyde), N,N′-bis[2-(2,4,6-trimethylbenzoyl)-3-oxobutylidene]-(1S,2S)-bis(3,5-dimethylphenyl)ethylene-1,2-diaminato cobalt (II), [N+](=O)([O-])C (nitromethane), C(C)(C)N(CC)C(C)C (diisopropylethylamine), C1CCOC1 (THF). The solvent is ClCCl (dichloromethane), ClCCl (dichloromethane), ClCCl (dichloromethane), O (water). Conditions: temperature -70 celsius, time 76 hour. The product is C1=C(C=CC2=CC=CC=C12)C(C[N+](=O)[O-])O (1-(2-naphthyl)-2-nitroethanol). The yield is 82.6%. As a reaction SMILES: [CH:1]1[C:10]2[C:5](=[CH:6][CH:7]=[CH:8][CH:9]=2)[CH:4]=[CH:3][C:2]=1[CH:11]=[O:12].[N+:13]([CH3:16])([O-:15])=[O:14].C(N(C(C)C)CC)(C)C.C1COCC1>ClCCl.O>[CH:1]1[C:10]2[C:5](=[CH:6][CH:7]=[CH:8][CH:9]=2)[CH:4]=[CH:3][C:2]=1[CH:11]([OH:12])[CH2:16][N+:13]([O-:15])=[O:14]. Procedure details: A solution of N,N′-bis[2-(2,4,6-trimethylbenzoyl)-3-oxobutylidene]-(1S,2S)-bis(3,5-dimethylphenyl)ethylene-1,2-diaminato cobalt (II) complexes (7.53 mg, 0.01 mmol, 2 mol %; formula (c-4)) in dichloromethane (2.0 ml) was added into a reaction vessel at room temperature under a nitrogen atmosphere, and was cooled to −70° C. Thereafter, to the reaction vessel were added a solution of 2-naphthaldehyde (78.1 mg, 0.5 mmol) in dichloromethane (1.0 ml), a mixture of nitromethane (1.0 ml, 18.5 mmol) and ... Starting materials: S1C(=CC=C1)CC=1C(NC(NC1)=S)=O (5-(2-Thienylmethyl)-2-thiouracil), CI (methyl iodide), [OH-].[Na+] (sodium hydroxide), O (water). Solvent: C(C)O (ethanol). Product: S1C(=CC=C1)CC=1C(NC(=NC1)SC)=O (5-(2-thienylmethyl)-2-methylthio-4-pyrimidone). Yield: 89.0%. Reaction SMILES: [S:1]1[CH:5]=[CH:4][CH:3]=[C:2]1[CH2:6][C:7]1[C:8](=[O:14])[NH:9][C:10](=[S:13])[NH:11][CH:12]=1.[CH3:15]I.[OH-].[Na+].O>C(O)C>[S:1]1[CH:5]=[CH:4][CH:3]=[C:2]1[CH2:6][C:7]1[C:8](=[O:14])[NH:9][C:10]([S:13][CH3:15])=[N:11][CH:12]=1 |f:2.3|. Procedure details: 5-(2-Thienylmethyl)-2-thiouracil (4.5 g) was warmed at 65° with a mixture of methyl iodide (2.8 g), sodium hydroxide (0.8 g), water (75 ml) and ethanol (150 ml) to give 5-(2-thienylmethyl)-2-methylthio-4-pyrimidone (89%) m.p. 170.5°-171.5° (ethanol).